Dataset: the Open Reaction Database (ORD), a public repository of structured organic reaction records. Task: describe an organic reaction: reactants, conditions, products, and yield Starting materials: CC1=NN2C(N=C(C(=C2C)C)C)=C1[N+](=O)[O-] (2,5,6,7-tetramethyl-3-nitropyrazolo[1,5-a]pyrimidine), [Cl-].[NH4+] (ammonium chloride). The reagents and catalysts are [Zn] (zinc). The solvent is C(C)O (ethanol). The product is Cl.CC1=NN2C(N=C(C(=C2C)C)C)=C1N (2,5,6,7-tetramethylpyrazolo[1,5-a]pyrimidin-3-ylamine hydrochloride). Isolated yield 88.3%. Reaction SMILES: [CH3:1][C:2]1[C:13]([N+:14]([O-])=O)=[C:5]2[N:6]=[C:7]([CH3:12])[C:8]([CH3:11])=[C:9]([CH3:10])[N:4]2[N:3]=1.[Cl-:17].[NH4+]>[Zn].C(O)C>[ClH:17].[CH3:1][C:2]1[C:13]([NH2:14])=[C:5]2[N:6]=[C:7]([CH3:12])[C:8]([CH3:11])=[C:9]([CH3:10])[N:4]2[N:3]=1 |f:1.2,5.6|. Reported procedure: 2.2 g of 2,5,6,7-tetramethyl-3-nitropyrazolo[1,5-a]pyrimidine, 40 cc of ethanol and 1 g of ammonium chloride were introduced into a 100 ml three-necked round-bottomed flask fitted with a magnetic stirrer, a condenser and a thermometer. The medium was brought to reflux, and 2.5 g of zinc powder were added in small portions in order to maintain the reflux. After 0.5 hour of refluxing, the zinciferous sludges were filtered. The filtrate was concentrated until it crystallized. The crystals were filt... Starting materials: CN(C)C=O, Cc1ccccc1, Cc1c(Cl)cc(C(=O)O)cc1Cl, O=S(Cl)Cl. Yields the product Cc1c(Cl)cc(C(=O)Cl)cc1Cl. Reaction SMILES: [CH3:17][N:18]([CH3:19])[CH:20]=[O:21].[CH3:22][c:23]1[cH:24][cH:25][cH:26][cH:27][cH:28]1.[Cl:1][c:2]1[cH:3][c:4]([C:5](=[O:6])[OH:7])[cH:8][c:9]([Cl:12])[c:10]1[CH3:11].[S:13]([Cl:14])([Cl:15])=[O:16]>>[Cl:1][c:2]1[cH:3][c:4]([C:5](=[O:6])[Cl:15])[cH:8][c:9]([Cl:12])[c:10]1[CH3:11]. The reactants are [Na+].C(C)(=O)SCC(C(=O)NC=1C=C(C(=O)[O-])C=CC1)CCCC1=CC=CC=C1 (3-[(2-Acetylthiomethyl-5-phenylpentanoyl)amino]-benzoic acid sodium salt), compound, Cl (hydrochloric acid). Solvent: O (water). The product is C(C)(=O)SCC(C(=O)NC=1C=C(C(=O)O)C=CC1)CCCC1=CC=CC=C1 (3-[(2-acetylthiomethyl-5-phenylpentanoyl)amino]benzoic acid). Yield: 77.5%. Reaction SMILES: [Na+].[C:2]([S:5][CH2:6][CH:7]([CH2:20][CH2:21][CH2:22][C:23]1[CH:28]=[CH:27][CH:26]=[CH:25][CH:24]=1)[C:8]([NH:10][C:11]1[CH:12]=[C:13]([CH:17]=[CH:18][CH:19]=1)[C:14]([O-:16])=[O:15])=[O:9])(=[O:4])[CH3:3].Cl>O>[C:2]([S:5][CH2:6][CH:7]([CH2:20][CH2:21][CH2:22][C:23]1[CH:24]=[CH:25][CH:26]=[CH:27][CH:28]=1)[C:8]([NH:10][C:11]1[CH:12]=[C:13]([CH:17]=[CH:18][CH:19]=1)[C:14]([OH:16])=[O:15])=[O:9])(=[O:4])[CH3:3] |f:0.1|. Procedure details: 3-[(2-Acetylthiomethyl-5-phenylpentanoyl)amino]-benzoic acid sodium salt (compound of Example 38) (1.5 g) is dissolved in water (30 ml), and the mixture is adjusted to pH 2.5 with 10% hydrochloric acid under ice cooling, and the mixture is extracted with ethyl acetate (50 ml). The extract is washed with water and dried over anhydrous magnesium sulfate, and then ethyl acetate is distilled off to give the title compound (1.1 g). The reactants are CC(=O)OC(C)=O, [K+], [OH-], O, CCOC(=O)Cc1csc(NS(=O)(=O)c2ccccc2)n1. Product: O=C(O)Cc1csc(NS(=O)(=O)c2ccccc2)n1. RXN SMILES: [CH3:24][C:25]([O:26][C:27](=[O:28])[CH3:29])=[O:30].[K+:2].[OH-:1].[OH2:31].[c:3]1([S:9](=[O:10])(=[O:11])[NH:12][c:13]2[s:14][cH:15][c:16]([CH2:18][C:19](=[O:20])[O:21][CH2:22][CH3:23])[n:17]2)[cH:4][cH:5][cH:6][cH:7][cH:8]1>>[c:3]1([S:9](=[O:10])(=[O:11])[NH:12][c:13]2[s:14][cH:15][c:16]([CH2:18][C:19](=[O:20])[OH:21])[n:17]2)[cH:4][cH:5][cH:6][cH:7][cH:8]1. The reactants are Cl.C(=O)(O)C(CCCCCCN1C=NC=C1)CO (1-(7-carboxy-7-hydroxymethylheptyl)imidazole hydrochloride). Reagents/catalysts: P(O)(O)(O)=O (phosphoric acid). Product: Cl.C(=O)(O)C(CCCCCCN1C=NC=C1)=C (1-(7-carboxy-7-octenyl)imidazole hydrochloride). The yield is 46.4%. As a reaction SMILES: [ClH:1].[C:2]([CH:5]([CH2:17]O)[CH2:6][CH2:7][CH2:8][CH2:9][CH2:10][CH2:11][N:12]1[CH:16]=[CH:15][N:14]=[CH:13]1)([OH:4])=[O:3]>P(=O)(O)(O)O>[ClH:1].[C:2]([C:5](=[CH2:17])[CH2:6][CH2:7][CH2:8][CH2:9][CH2:10][CH2:11][N:12]1[CH:16]=[CH:15][N:14]=[CH:13]1)([OH:4])=[O:3] |f:0.1,3.4|. Procedure details: To 180 mg of 1-(7-carboxy-7-hydroxymethylheptyl)imidazole hydrochloride (prepared in Example 6(b)) was added 2 or 3 drops of phosphoric acid, and the mixture was reacted under reduced pressure at 160° C. for 5 hours. The reaction mixture was purified by column chromatography on cellulose using a mixture of n-butanol, water and acetic acid (8:10:1), and the obtained fraction was adjusted to pH 8 with a 1 N solution of sodium hydride in order to remove the contaminated phosphoric acid, and the res... Reactants: ClC1=NC(=C(C2=C1C(N(C2(C)C)CC2=C(C=C(C=C2)OC)OC)=O)F)Cl (4,6-dichloro-2-(2,4-dimethoxybenzyl)-7-fluoro-1,1-dimethyl-1H-pyrrolo[3,4-c]pyridin-3(2H)-one), N[C@H]1[C@H](CCCC1)NC(OC(C)(C)C)=O (tert-butyl (1S,2R)-2-aminocyclohexylcarbamate), C(C)N(C(C)C)C(C)C (N-ethyldiisopropylamine). Run in C(C)#N (ACN). Conditions: temperature 95 celsius. Product: ClC1=NC(=C(C2=C1C(N(C2(C)C)CC2=C(C=C(C=C2)OC)OC)=O)F)N[C@H]2[C@H](CCCC2)NC(OC(C)(C)C)=O (tert-Butyl (1S,2R)-2-(4-chloro-2-(2,4-dimethoxybenzyl)-7-fluoro-1,1-dimethyl-3-oxo-2,3-dihydro-1H-pyrrolo[3,4-c]pyridin-6-ylamino)cyclohexylcarbamate). Isolated yield 55.5%. As a reaction SMILES: [Cl:1][C:2]1[C:7]2[C:8](=[O:24])[N:9]([CH2:13][C:14]3[CH:19]=[CH:18][C:17]([O:20][CH3:21])=[CH:16][C:15]=3[O:22][CH3:23])[C:10]([CH3:12])([CH3:11])[C:6]=2[C:5]([F:25])=[C:4](Cl)[N:3]=1.[NH2:27][C@@H:28]1[CH2:33][CH2:32][CH2:31][CH2:30][C@@H:29]1[NH:34][C:35](=[O:41])[O:36][C:37]([CH3:40])([CH3:39])[CH3:38].C(N(C(C)C)C(C)C)C>C(#N)C>[Cl:1][C:2]1[C:7]2[C:8](=[O:24])[N:9]([CH2:13][C:14]3[CH:19]=[CH:18][C:17]([O:20][CH3:21])=[CH:16][C:15]=3[O:22][CH3:23])[C:10]([CH3:12])([CH3:11])[C:6]=2[C:5]([F:25])=[C:4]([NH:27][C@@H:28]2[CH2:33][CH2:32][CH2:31][CH2:30][C@@H:29]2[NH:34][C:35](=[O:41])[O:36][C:37]([CH3:39])([CH3:38])[CH3:40])[N:3]=1. Procedure details: In a 10 mL sealed cap glass vial, 4,6-dichloro-2-(2,4-dimethoxybenzyl)-7-fluoro-1,1-dimethyl-1H-pyrrolo[3,4-c]pyridin-3(2H)-one (50 mg, 0.125 mmol) and tert-butyl (1S,2R)-2-aminocyclohexylcarbamate (53.2 mg, 0.250 mmol) were dissolved in ACN (2 mL). N-ethyldiisopropylamine (0.033 mL, 0.188 mmol) was added, the cap was sealed, and the reaction mixture heated at 95° C. for 72 h. The reaction mixture was subsequently purified by preparative HPLC and basified to give the title compound as a light ye...